From a dataset of the Open Reaction Database (ORD), a public repository of structured organic reaction records. describe an organic reaction: reactants, conditions, products, and yield Starting materials: CCOCC, N#Cc1ccccc1Cl, C1COCCO1, Cc1ccc(B(O)O)cc1. Product: Cc1ccc(-c2ccccc2C#N)cc1. RXN SMILES: [CH3:26][CH2:27][O:28][CH2:29][CH3:30].[Cl:1][c:2]1[c:3]([C:4]#[N:5])[cH:6][cH:7][cH:8][cH:9]1.[O:20]1[CH2:21][CH2:22][O:23][CH2:24][CH2:25]1.[c:10]1([CH3:19])[cH:11][cH:12][c:13]([B:16]([OH:17])[OH:18])[cH:14][cH:15]1>>[c:2]1(-[c:13]2[cH:12][cH:11][c:10]([CH3:19])[cH:15][cH:14]2)[c:3]([C:4]#[N:5])[cH:6][cH:7][cH:8][cH:9]1. Procedure details: (S)-4,5-Dihydro-2-(5-fluoro-2-hydroxyphenyl)-4-thiazolecarboxylic acid (5′-fluorodesazadesmethylDFT, 29a) is prepared from the cyclization of D-cysteine onto 5-fluoro-2-hydroxybenzonitrile in slightly acidic buffer. The aromatic precursor could be made by direct cyanation of p-fluorophenol using methyl thiocyanate, aluminum chloride, and boron trichloride in ethylene dichloride followed by heating in aqueous base (Adachi et al., Syn. Commun. 20:71-84 (1990)). Yields the product FC=1C=CC(=C(C1)C=1SC[C@@H](N1)C(=O)O)O ((S)-4,5-Dihydro-2-(5-fluoro-2-hydroxyphenyl)-4-thiazolecarboxylic acid). Reactants: N[C@H](CS)C(=O)O (D-cysteine), [Cl-].[Al+3].[Cl-].[Cl-] (aluminum chloride), B(Cl)(Cl)Cl (boron trichloride), FC1=CC=C(C=C1)O (p-fluorophenol), CSC#N (methyl thiocyanate). Reaction SMILES: [NH2:1][C@@H:2]([C:5]([OH:7])=[O:6])[CH2:3][SH:4].[F:8][C:9]1[CH:14]=[CH:13][C:12]([OH:15])=[CH:11][CH:10]=1.[CH3:16]SC#N.[Cl-].[Al+3].[Cl-].[Cl-].B(Cl)(Cl)Cl>C(Cl)CCl>[F:8][C:9]1[CH:14]=[CH:13][C:12]([OH:15])=[C:11]([C:16]2[S:4][CH2:3][C@H:2]([C:5]([OH:7])=[O:6])[N:1]=2)[CH:10]=1 |f:3.4.5.6|. Solvent: C(CCl)Cl (ethylene dichloride).